This data is from the Open Reaction Database (ORD), a public repository of structured organic reaction records. The task is: describe an organic reaction: reactants, conditions, products, and yield Reactants: aldehydes, N1C(=O)NC(=O)C1 (hydantoin), C(C)O (ethanol). The product is N1CCCCC1 (piperidine), pyrazolo[1,5-a]pyrimidin-3-ylmethylene, N1C(NC(C1)=O)=O (imidazolidine-2,4-dione). Reaction SMILES: [NH:1]1[CH2:7][C:5](=[O:6])[NH:4][C:2]1=[O:3].[CH2:8](O)[CH3:9]>>[NH:4]1[CH2:2][CH2:9][CH2:8][CH2:7][CH2:5]1.[NH:1]1[CH2:7][C:5](=[O:6])[NH:4][C:2]1=[O:3]. Procedure: The resulting aldehydes (22) could be reacted with hydantoin in ethanol with a base, such as, piperidine to give the desired pyrazolo[1,5-a]pyrimidin-3-ylmethylene)imidazolidine-2,4-dione of structure 23. Additionally, the corresponding thiazolidine-2,4-dione and the Rhodanine derivatives of compounds 23 could be synthesized using the aforementioned methods. Starting materials: COC(=O)CC1NCCN(CC(=O)OC(C)(C)C)C1=O, O=C(NC(Cc1ccc(O)cc1)C(=O)O)OCc1ccccc1, CCN=C=NCCCN(C)C, CCOC(C)=O, ClCCl, Cl. Product: COC(=O)CC1C(=O)N(CC(=O)OC(C)(C)C)CCN1C(=O)C(Cc1ccc(O)cc1)NC(=O)OCc1ccccc1. Reaction SMILES: [C:1]([CH3:2])([CH3:3])([CH3:4])[O:5][C:6]([CH2:7][N:8]1[C:9](=[O:19])[CH:10]([CH2:14][C:15](=[O:16])[O:17][CH3:18])[NH:11][CH2:12][CH2:13]1)=[O:20].[CH2:21]([c:22]1[cH:23][cH:24][cH:25][cH:26][cH:27]1)[O:28][C:29](=[O:30])[NH:31][CH:32]([CH2:33][c:34]1[cH:35][cH:36][c:37]([OH:40])[cH:38][cH:39]1)[C:41](=[O:42])[OH:43].[CH2:45]([N:46]=[C:47]=[N:48][CH2:49][CH2:50][CH2:51][N:52]([CH3:53])[CH3:54])[CH3:55].[CH3:59][CH2:60][O:61][C:62](=[O:63])[CH3:64].[Cl:56][CH2:57][Cl:58].[ClH:44]>>[C:1]([CH3:2])([CH3:3])([CH3:4])[O:5][C:6]([CH2:7][N:8]1[C:9](=[O:19])[CH:10]([CH2:14][C:15](=[O:16])[O:17][CH3:18])[N:11]([C:41]([CH:32]([NH:31][C:29]([O:28][CH2:21][c:22]2[cH:23][cH:24][cH:25][cH:26][cH:27]2)=[O:30])[CH2:33][c:34]2[cH:35][cH:36][c:37]([OH:40])[cH:38][cH:39]2)=[O:42])[CH2:12][CH2:13]1)=[O:20]. Starting materials: ClC1=C(C(=O)OCC)C=C(C=C1)N1C(NC2=C(C1=O)CCC2)=O (ethyl 2-chloro-5-(1,2,4,5,6,7-hexahydro-2,4-dioxo-3H-cyclopenta[d]pyrimidin-3-yl)-benzoate), COCCl (chlorodimethyl ether). Solvent: CN(C=O)C (dimethylformamide). Product: ClC1=C(C(=O)OCC)C=C(C=C1)N1C(N(C2=C(C1=O)CCC2)COC)=O (ethyl 2-chloro-5-(1,2,4,5,6,7-hexahydro-1-methoxymethyl-2,4-dioxo-3H-cyclopenta[d]pyrimidin-3-yl)-benzoate). Reaction SMILES: [Cl:1][C:2]1[CH:12]=[CH:11][C:10]([N:13]2[C:18](=[O:19])[C:17]3[CH2:20][CH2:21][CH2:22][C:16]=3[NH:15][C:14]2=[O:23])=[CH:9][C:3]=1[C:4]([O:6][CH2:7][CH3:8])=[O:5].[CH3:24][O:25][CH2:26]Cl>CN(C)C=O>[Cl:1][C:2]1[CH:12]=[CH:11][C:10]([N:13]2[C:18](=[O:19])[C:17]3[CH2:20][CH2:21][CH2:22][C:16]=3[N:15]([CH2:24][O:25][CH3:26])[C:14]2=[O:23])=[CH:9][C:3]=1[C:4]([O:6][CH2:7][CH3:8])=[O:5]. Reported procedure: using ethyl 2-chloro-5-(1,2,4,5,6,7-hexahydro-2,4-dioxo-3H-cyclopenta[d]pyrimidin-3-yl)-benzoate and chlorodimethyl ether in dimethylformamide there is obtained ethyl 2-chloro-5-(1,2,4,5,6,7-hexahydro-1-methoxymethyl-2,4-dioxo-3H-cyclopenta[d]pyrimidin-3-yl)-benzoate, m.p. 103°-106° C., Reported procedure: To a suspension of sodium hydride (60%, 0.04 g (1.00 mmol)) in DMF (5.0 ml), 1,2,4-triazole (0.08 g (1.16 mmol)) was added with stirring at room temperature. To the resulting mixture, after 15 minutes' stirring at room temperature, N-(2-bromoethyl)-4′-chloro-2′-nitro-p-toluenesulfonanilide (0.35 g (0.81 mmol)) was added and the mixture was stirred at room temperature for 18 hours. The reaction mixture was poured into water and extracted with ethyl acetate. The extract was washed with water and s... Product: ClC1=CC(=C(N(S(=O)(=O)C2=CC=C(C=C2)C)C=C)C=C1)[N+](=O)[O-] (4′-Chloro-2′-nitro-N-vinyl-p-toluenesulfonanilide). RXN SMILES: [H-].[Na+].N1C=NC=N1.Br[CH2:9][CH2:10][N:11]([S:22]([C:25]1[CH:30]=[CH:29][C:28]([CH3:31])=[CH:27][CH:26]=1)(=[O:24])=[O:23])[C:12]1[CH:17]=[CH:16][C:15]([Cl:18])=[CH:14][C:13]=1[N+:19]([O-:21])=[O:20].O>CN(C=O)C>[Cl:18][C:15]1[CH:16]=[CH:17][C:12]([N:11]([CH:10]=[CH2:9])[S:22]([C:25]2[CH:26]=[CH:27][C:28]([CH3:31])=[CH:29][CH:30]=2)(=[O:24])=[O:23])=[C:13]([N+:19]([O-:21])=[O:20])[CH:14]=1 |f:0.1|. Reactants: [H-].[Na+] (sodium hydride), N1N=CN=C1 (1,2,4-triazole), O (water), BrCCN(C1=C(C=C(C=C1)Cl)[N+](=O)[O-])S(=O)(=O)C1=CC=C(C=C1)C (N-(2-bromoethyl)-4′-chloro-2′-nitro-p-toluenesulfonanilide). The solvent is CN(C)C=O (DMF). The yield is 18.2%. The reactants are CS(=O)(=O)OCCCCNC(=O)OCC1=CC=CC=C1 (4-(benzyloxycarbonylamino)butyl methanesulfonate), C(C)NC1CC1 (N-ethylcyclopropanamine). The product is C1(CC1)N(CCCCNC(OCC1=CC=CC=C1)=O)CC (benzyl 4-(cyclopropyl(ethyl)amino)butylcarbamate). Reaction SMILES: CS(O[CH2:6][CH2:7][CH2:8][CH2:9][NH:10][C:11]([O:13][CH2:14][C:15]1[CH:20]=[CH:19][CH:18]=[CH:17][CH:16]=1)=[O:12])(=O)=O.[CH2:21]([NH:23][CH:24]1[CH2:26][CH2:25]1)[CH3:22]>>[CH:24]1([N:23]([CH2:21][CH3:22])[CH2:6][CH2:7][CH2:8][CH2:9][NH:10][C:11](=[O:12])[O:13][CH2:14][C:15]2[CH:20]=[CH:19][CH:18]=[CH:17][CH:16]=2)[CH2:26][CH2:25]1. Reported procedure: Following the general procedure of Example 4, Step 2, and making non-critical variations but using 4-(benzyloxycarbonylamino)butyl methanesulfonate and commercially available N-ethylcyclopropanamine, benzyl 4-(cyclopropyl(ethyl)amino)butylcarbamate was obtained. Reactants: O=[N+]([O-])c1cnc(OCC2CC2)c(Br)c1, CO, [Cl-], ClCCl, [NH4+], O, [Zn]. The product is Nc1cnc(OCC2CC2)c(Br)c1. As a reaction SMILES: [Br:1][c:2]1[c:3]([O:11][CH2:12][CH:13]2[CH2:14][CH2:15]2)[n:4][cH:5][c:6]([N+:8]([O-:9])=[O:10])[cH:7]1.[CH3:19][OH:20].[Cl-:17].[Cl:21][CH2:22][Cl:23].[NH4+:18].[OH2:16].[Zn:24]>>[Br:1][c:2]1[c:3]([O:11][CH2:12][CH:13]2[CH2:14][CH2:15]2)[n:4][cH:5][c:6]([NH2:8])[cH:7]1. Reactants: C[O-], CO, CO, N#Cc1ccnc(Cl)c1, [Na+], C1COCCO1. Yields the product COc1cc(C#N)ccn1. Reaction SMILES: [CH3:10][O-:11].[CH3:19][OH:20].[CH3:21][OH:22].[Cl:1][c:2]1[n:3][cH:4][cH:5][c:6]([C:8]#[N:9])[cH:7]1.[Na+:12].[O:13]1[CH2:14][CH2:15][O:16][CH2:17][CH2:18]1>>[c:2]1([O:11][CH3:10])[n:3][cH:4][cH:5][c:6]([C:8]#[N:9])[cH:7]1. The reactants are COC(=O)C(=O)c1ccc(OCCSc2ccc3ccccc3c2)cc1, CO, [Na+], [OH-]. The product is O=C(O)C(=O)c1ccc(OCCSc2ccc3ccccc3c2)cc1. As a reaction SMILES: [CH3:1][O:2][C:3]([C:4]([c:5]1[cH:6][cH:7][c:8]([O:11][CH2:12][CH2:13][S:14][c:15]2[cH:16][c:17]3[cH:18][cH:19][cH:20][cH:21][c:22]3[cH:23][cH:24]2)[cH:9][cH:10]1)=[O:25])=[O:26].[CH3:27][OH:28].[Na+:30].[OH-:29]>>[O:2]=[C:3]([C:4]([c:5]1[cH:6][cH:7][c:8]([O:11][CH2:12][CH2:13][S:14][c:15]2[cH:16][c:17]3[cH:18][cH:19][cH:20][cH:21][c:22]3[cH:23][cH:24]2)[cH:9][cH:10]1)=[O:25])[OH:26]. Reactants: CCS(=O)(=O)Cl, CCOC(C)=O, CC(C)(C)OC(=O)NC(CN)c1cccc(C(F)(F)F)c1, c1ccncc1. Product: CCS(=O)(=O)NCC(NC(=O)OC(C)(C)C)c1cccc(C(F)(F)F)c1. As a reaction SMILES: [CH2:22]([CH3:23])[S:24](=[O:25])(=[O:26])[Cl:27].[CH3:34][CH2:35][O:36][C:37](=[O:38])[CH3:39].[NH2:1][CH2:2][CH:3]([c:4]1[cH:5][c:6]([C:10]([F:11])([F:12])[F:13])[cH:7][cH:8][cH:9]1)[NH:14][C:15]([O:16][C:17]([CH3:18])([CH3:19])[CH3:20])=[O:21].[cH:28]1[cH:29][cH:30][n:31][cH:32][cH:33]1>>[NH:1]([CH2:2][CH:3]([c:4]1[cH:5][c:6]([C:10]([F:11])([F:12])[F:13])[cH:7][cH:8][cH:9]1)[NH:14][C:15]([O:16][C:17]([CH3:18])([CH3:19])[CH3:20])=[O:21])[S:24]([CH2:22][CH3:23])(=[O:25])=[O:26]. Reactants: 3-(m-nitrobenzyoly)butyronitrile, O.NN (hydrazine hydrate), Cl (hydrochloric acid), [N+](=O)([O-])C=1C=C(C(=O)C(CC(=O)O)C)C=CC1 (3-m-nitrobenzoyl butyric acid). Solvent: C(C)O (ethyl alcohol). The product is CC1CC(NN=C1C1=CC(=CC=C1)[N+](=O)[O-])=O (4,5-dihydro-5-methyl-6-(m-nitrophenyl)-3-(2H)-pyridazinone). Reaction SMILES: Cl.[N+:2]([C:5]1[CH:6]=[C:7]([CH:16]=[CH:17][CH:18]=1)[C:8]([CH:10]([CH3:15])[CH2:11][C:12](O)=[O:13])=O)([O-:4])=[O:3].O.[NH2:20][NH2:21]>C(O)C>[CH3:15][CH:10]1[C:8]([C:7]2[CH:16]=[CH:17][CH:18]=[C:5]([N+:2]([O-:4])=[O:3])[CH:6]=2)=[N:21][NH:20][C:12](=[O:13])[CH2:11]1 |f:2.3|. Procedure details: A 28 g. portion of 3-(m-nitrobenzyoly)butyronitrile [prepared as described in J. Org. Chem., Vol. 38, No. 23, 4044-4048 (1973)] is added to one liter of 6N hydrochloric acid and is stirred at reflux for one hour using a magnetic stirrer and a heating mantle. The reaction mixture is cooled and extracted with methylene chloride. The organic layer is separated and extracted with saturated sodium bicarbonate. The bicarbonate layer is added dropwise to a stirred cold hydrochloric acid solution and th...